This data is from the Open Reaction Database (ORD), a public repository of structured organic reaction records. The task is: describe an organic reaction: reactants, conditions, products, and yield Reactants: [BH4-], CN(C)C=O, CC(C)(C)C(=O)C(=CC1CCCCC1)n1cncn1, ClCCCl, Cl, Cl, CC(C)CC(N)C(O)(c1ccccc1)c1ccccc1, [Na+]. Product: CC(C)(C)C(O)C(=CC1CCCCC1)n1cncn1. Reaction SMILES: [BH4-:22].[CH3:48][N:49]([CH3:50])[CH:51]=[O:52].[CH:24]1([CH:30]=[C:31]([C:32]([C:33]([CH3:34])([CH3:35])[CH3:36])=[O:37])[n:38]2[n:39][cH:40][n:41][cH:42]2)[CH2:25][CH2:26][CH2:27][CH2:28][CH2:29]1.[Cl:44][CH2:45][CH2:46][Cl:47].[ClH:1].[ClH:43].[NH2:2][CH:3]([CH2:4][CH:5]([CH3:6])[CH3:7])[C:8]([c:9]1[cH:10][cH:11][cH:12][cH:13][cH:14]1)([c:15]1[cH:16][cH:17][cH:18][cH:19][cH:20]1)[OH:21].[Na+:23]>>[CH:24]1([CH:30]=[C:31]([CH:32]([C:33]([CH3:34])([CH3:35])[CH3:36])[OH:37])[n:38]2[n:39][cH:40][n:41][cH:42]2)[CH2:25][CH2:26][CH2:27][CH2:28][CH2:29]1. Reported procedure: To a solution of 2-chloro-6-{3-[3-cyclohexyl-3-(2-acetyloxybutyl)ureido]propoxy}quinoline (5.6 g) in dimethylformamide (80 ml) is added sodium hydride (60% oily, 0.8 g), and the mixture is stirred at room temperature for one hour. To the reaction solution is added methyl iodide (1.1 ml), and the mixture is stirred for one hour. To the mixture is further added methyl iodide (2 ml), and the mixture is stirred at room temperature overnight. The reaction solution is poured into water, and extracted ... The reactants are CI (methyl iodide), O (water), ClC1=NC2=CC=C(C=C2C=C1)OCCCNC(=O)N(CC(CC)OC(C)=O)C1CCCCC1 (2-chloro-6-{3-[3-cyclohexyl-3-(2-acetyloxybutyl)ureido]propoxy}quinoline), [H-].[Na+] (sodium hydride), CI (methyl iodide). As a reaction SMILES: [Cl:1][C:2]1[CH:11]=[CH:10][C:9]2[C:4](=[CH:5][CH:6]=[C:7]([O:12][CH2:13][CH2:14][CH2:15][NH:16][C:17]([N:19]([CH:28]3[CH2:33][CH2:32][CH2:31][CH2:30][CH2:29]3)[CH2:20][CH:21]([O:24][C:25](=[O:27])[CH3:26])[CH2:22][CH3:23])=[O:18])[CH:8]=2)[N:3]=1.[H-].[Na+].[CH3:36]I.O>CN(C)C=O>[Cl:1][C:2]1[CH:11]=[CH:10][C:9]2[C:4](=[CH:5][CH:6]=[C:7]([O:12][CH2:13][CH2:14][CH2:15][N:16]([CH3:36])[C:17]([N:19]([CH:28]3[CH2:29][CH2:30][CH2:31][CH2:32][CH2:33]3)[CH2:20][CH:21]([O:24][C:25](=[O:27])[CH3:26])[CH2:22][CH3:23])=[O:18])[CH:8]=2)[N:3]=1 |f:1.2|. Product: ClC1=NC2=CC=C(C=C2C=C1)OCCCN(C(=O)N(CC(CC)OC(C)=O)C1CCCCC1)C (2-chloro-6-{3-[1-methyl-3-cyclohexyl-3-(2-acetyloxybutyl)ureido]propoxy}quinoline). The solvent is CN(C=O)C (dimethylformamide). Run at time 1 hour.